Dataset: the Open Reaction Database (ORD), a public repository of structured organic reaction records. Task: describe an organic reaction: reactants, conditions, products, and yield Starting materials: C(C1=CC=CC=C1)NCCO (N-Benzylethanolamine), ClC1=CC=C([C@@H]2CO2)C=C1 ((R)-4-chloro-styrene oxide), reaction mixture. Product: ClC1=CC=C(C=C1)[C@H](CN(CC1=CC=CC=C1)CCO)O ((R)-1-(4-chlorophenyl)-2-[(2-hydroxyethyl)(phenylmethyl)amino]-1-ethanol). Procedure: N-Benzylethanolamine (1.36 g, 1.5 equivalents) was added to (R)-4-chloro-styrene oxide (928 mg, 6.0 mmol), and the mixture was stirred at 70° C. for 3 hours. By cooling to room temperature, 2.56 g of the reaction mixture including the title compound was obtained (yield: 86%, chemical purity: 69.0 area %, N-benzyl ethanolamine: 9.2 area %, 10.4 area % of regioisomer was contaminated). The retention time in the chemical purity analysis method was 3.8 min. Run at temperature 70 celsius, time 3 hour. RXN SMILES: [CH2:1]([NH:8][CH2:9][CH2:10][OH:11])[C:2]1[CH:7]=[CH:6][CH:5]=[CH:4][CH:3]=1.[Cl:12][C:13]1[CH:21]=[CH:20][C:16]([C@H:17]2[O:19][CH2:18]2)=[CH:15][CH:14]=1>>[Cl:12][C:13]1[CH:21]=[CH:20][C:16]([C@@H:17]([OH:19])[CH2:18][N:8]([CH2:9][CH2:10][OH:11])[CH2:1][C:2]2[CH:7]=[CH:6][CH:5]=[CH:4][CH:3]=2)=[CH:15][CH:14]=1. Reactants: CC(C)OC(=NC#N)c1cccnc1, CCOCC, CO, CO, NCc1ccc(Cl)cc1. The product is N#CNC(=NCc1ccc(Cl)cc1)c1cccnc1. As a reaction SMILES: [C:1](#[N:2])[N:3]=[C:4]([O:5][CH:6]([CH3:7])[CH3:8])[c:9]1[cH:10][n:11][cH:12][cH:13][cH:14]1.[CH2:24]([O:25][CH2:26][CH3:27])[CH3:28].[CH3:29][OH:30].[CH3:31][OH:32].[Cl:15][c:16]1[cH:17][cH:18][c:19]([CH2:20][NH2:21])[cH:22][cH:23]1>>[C:1](#[N:2])[NH:3][C:4]([c:9]1[cH:10][n:11][cH:12][cH:13][cH:14]1)=[N:21][CH2:20][c:19]1[cH:18][cH:17][c:16]([Cl:15])[cH:23][cH:22]1. The reactants are C1(=CC=CC=C1)P(C1=CC=CC=C1)C1=CC=CC=C1 (triphenylphosphine), C(C)O[Al](CC)CC (ethoxydiethyl aluminum), O=O (oxygen). Reagents/catalysts: C/C(=C/C(=O)C)/[O-].C/C(=C/C(=O)C)/[O-].[Ni+2] (nickel acetylacetonate), C=1C=CC(=CC1)[P](C=2C=CC=CC2)(C=3C=CC=CC3)[Ni]([P](C=4C=CC=CC4)(C=5C=CC=CC5)C=6C=CC=CC6)([P](C=7C=CC=CC7)(C=8C=CC=CC8)C=9C=CC=CC9)[P](C=1C=CC=CC1)(C=1C=CC=CC1)C=1C=CC=CC1 (Ni(P(C6H5)3)4). Solvent: CCOCC (ether). Run at time 30 minute. The product is C1(=CC=CC=C1)P(C1=CC=CC=C1)(C1=CC=CC=C1)=O (triphenylphosphine oxide). Reaction SMILES: [C:1]1([P:7]([C:14]2[CH:19]=[CH:18][CH:17]=[CH:16][CH:15]=2)[C:8]2[CH:13]=[CH:12][CH:11]=[CH:10][CH:9]=2)[CH:6]=[CH:5][CH:4]=[CH:3][CH:2]=1.C([O:22][Al](CC)CC)C.O=O>C/C(/[O-])=C/C(C)=O.C/C(/[O-])=C/C(C)=O.[Ni+2].C1C=CC([P]([Ni]([P](C2C=CC=CC=2)(C2C=CC=CC=2)C2C=CC=CC=2)([P](C2C=CC=CC=2)(C2C=CC=CC=2)C2C=CC=CC=2)[P](C2C=CC=CC=2)(C2C=CC=CC=2)C2C=CC=CC=2)(C2C=CC=CC=2)C2C=CC=CC=2)=CC=1.CCOCC>[C:14]1([P:7](=[O:22])([C:1]2[CH:2]=[CH:3][CH:4]=[CH:5][CH:6]=2)[C:8]2[CH:13]=[CH:12][CH:11]=[CH:10][CH:9]=2)[CH:15]=[CH:16][CH:17]=[CH:18][CH:19]=1 |f:3.4.5,^1:48,50,69,88|. Reported procedure: 10 gms. of nickel acetylacetonate and 40.95 gms. of triphenylphosphine are dissolved in 400 ml. of absolute ether and the solution is reduced with 16 ml. of ethoxydiethyl aluminum at 0° C. This results in a red-brown solution from which red-brown crystals precipitate after standing for 30 minutes. Complete precipitation of the crystals is achieved by cooling. The crystals are filtered with suction, washed with ether and dried. There are obtained 32 gms. (80% of the theoretical yield) of red-brow... Isolated yield 59.0%. Reported procedure: 250 mg (0.84 mmol) 4-(6-phenylpyrazolo[1,5-a]pyrimidin-5-yl)benzaldehyde and 258 mg (1 mmol) 6-fluoro-2-piperidine-4-yl-1H-benzimidazole hydrochloride salt were treated as previously described. Additional NaBH(OAc)3 has been added after one, two and three hours (two equivalents each). After a further hour stirring at room temperature additional 26 mg 6-fluoro-2-piperidine-4-yl-1H-benzimidazole hydrochloride salt and two equivalents NaBH(OAc)3 were added. After stirring overnight and two further ... As a reaction SMILES: [C:1]1([C:7]2[C:8]([C:16]3[CH:23]=[CH:22][C:19]([CH:20]=O)=[CH:18][CH:17]=3)=[N:9][C:10]3[N:11]([N:13]=[CH:14][CH:15]=3)[CH:12]=2)[CH:6]=[CH:5][CH:4]=[CH:3][CH:2]=1.Cl.[F:25][C:26]1[CH:27]=[CH:28][C:29]2[N:33]=[C:32]([CH:34]3[CH2:39][CH2:38][NH:37][CH2:36][CH2:35]3)[NH:31][C:30]=2[CH:40]=1.[BH-](OC(C)=O)(OC(C)=O)OC(C)=O.[Na+]>>[F:25][C:26]1[CH:27]=[CH:28][C:29]2[N:33]=[C:32]([CH:34]3[CH2:35][CH2:36][N:37]([CH2:20][C:19]4[CH:22]=[CH:23][C:16]([C:8]5[C:7]([C:1]6[CH:6]=[CH:5][CH:4]=[CH:3][CH:2]=6)=[CH:12][N:11]6[N:13]=[CH:14][CH:15]=[C:10]6[N:9]=5)=[CH:17][CH:18]=4)[CH2:38][CH2:39]3)[NH:31][C:30]=2[CH:40]=1 |f:1.2,3.4|. Reactants: C1(=CC=CC=C1)C=1C(=NC=2N(C1)N=CC2)C2=CC=C(C=O)C=C2 (4-(6-phenylpyrazolo[1,5-a]pyrimidin-5-yl)benzaldehyde), Cl.FC=1C=CC2=C(NC(=N2)C2CCNCC2)C1 (6-fluoro-2-piperidine-4-yl-1H-benzimidazole hydrochloride salt), Cl.FC=1C=CC2=C(NC(=N2)C2CCNCC2)C1 (6-fluoro-2-piperidine-4-yl-1H-benzimidazole hydrochloride salt), [BH-](OC(=O)C)(OC(=O)C)OC(=O)C.[Na+] (NaBH(OAc)3), [BH-](OC(=O)C)(OC(=O)C)OC(=O)C.[Na+] (NaBH(OAc)3). Yields the product FC=1C=CC2=C(NC(=N2)C2CCN(CC2)CC2=CC=C(C=C2)C2=NC=3N(C=C2C2=CC=CC=C2)N=CC3)C1 (5-{4-[4-(6-fluoro-1H-benzimidazol-2-yl)-piperidin-1-ylmethyl]-phenyl}-6-phenyl-pyrazolo[1,5-a]pyrimidine). Reaction conditions: time 8 hour.